From a dataset of the Open Reaction Database (ORD), a public repository of structured organic reaction records. describe an organic reaction: reactants, conditions, products, and yield Reactants: O=C([O-])[O-], CCOC(=O)CCCBr, COc1cc(C(C)=O)ccc1O, CN(C)C=O, [K+], [K+], O. Yields the product CCOC(=O)CCCOc1ccc(C(C)=O)cc1OC. RXN SMILES: [C:13](=[O:14])([O-:15])[O-:16].[CH2:19]([CH3:20])[O:21][C:22]([CH2:23][CH2:24][CH2:25][Br:26])=[O:27].[CH3:1][C:2](=[O:3])[c:4]1[cH:5][c:6]([O:7][CH3:8])[c:9]([OH:10])[cH:11][cH:12]1.[CH3:29][N:30]([CH3:31])[CH:32]=[O:33].[K+:17].[K+:18].[OH2:28]>>[CH3:1][C:2](=[O:3])[c:4]1[cH:5][c:6]([O:7][CH3:8])[c:9]([O:10][CH2:25][CH2:24][CH2:23][C:22]([O:21][CH2:19][CH3:20])=[O:27])[cH:11][cH:12]1.